Task: describe an organic reaction: reactants, conditions, products, and yield. Dataset: the Open Reaction Database (ORD), a public repository of structured organic reaction records The reactants are FC1=C(C#N)C=CC(=C1)CCO (2-fluoro-4-(2-hydroxyethyl)benzonitrile), CS(=O)(=O)Cl (MsCl), TEA. Solvent: C(Cl)Cl (DCM). Conditions: time 8 hour. Product: CS(=O)(=O)OCCC1=CC(=C(C=C1)C#N)F (2-(4-cyano-3-fluorophenyl)ethyl methanesulfonate). RXN SMILES: [F:1][C:2]1[CH:9]=[C:8]([CH2:10][CH2:11][OH:12])[CH:7]=[CH:6][C:3]=1[C:4]#[N:5].[CH3:13][S:14](Cl)(=[O:16])=[O:15]>C(Cl)Cl>[CH3:13][S:14]([O:12][CH2:11][CH2:10][C:8]1[CH:7]=[CH:6][C:3]([C:4]#[N:5])=[C:2]([F:1])[CH:9]=1)(=[O:16])=[O:15]. Reported procedure: A solution of 2-fluoro-4-(2-hydroxyethyl)benzonitrile (22.5 g, 136 mmol) and MsCl (23.3 g, 205 mmol) in 200 mL of dry DCM was added dropwise TEA (27.5 g, 273 mmol) at 0° C. The resulting mixture was stirred at room temperature overnight before concentrating to dryness. The residue was dissolved in 300 mL of EtOAc and washed with 1 N HCl and brine, dried over anhydrous Na2SO4 and concentrated to afford crude 2-(4-cyano-3-fluorophenyl)ethyl methanesulfonate. MS m/z 244 (M+1)+. As a reaction SMILES: [CH3:24][C:25]([O:26][C:27](=[O:28])[CH3:29])=[O:30].[CH3:35][C:36](=[O:37])[OH:38].[F:1][c:2]1[c:3](-[n:15]2[n:16][cH:17][cH:18][c:19]2[NH:20][C:21](=[O:22])[CH3:23])[c:4]([F:14])[c:5]([F:13])[c:6]([C:9]([F:10])([F:11])[F:12])[c:7]1[F:8].[OH:31][N+:32]([O-:33])=[O:34]>>[F:1][c:2]1[c:3](-[n:15]2[n:16][cH:17][c:18]([N+:32](=[O:31])[O-:33])[c:19]2[NH:20][C:21](=[O:22])[CH3:23])[c:4]([F:14])[c:5]([F:13])[c:6]([C:9]([F:10])([F:11])[F:12])[c:7]1[F:8]. Starting materials: CC(=O)OC(C)=O, CC(=O)O, CC(=O)Nc1ccnn1-c1c(F)c(F)c(C(F)(F)F)c(F)c1F, O=[N+]([O-])O. Yields the product CC(=O)Nc1c([N+](=O)[O-])cnn1-c1c(F)c(F)c(C(F)(F)F)c(F)c1F. The reactants are C(C1=CC=CC=C1)=O (Benzaldehyde), COC(CCC(=O)OC)=O (succinic acid dimethyl ester). The product is COC(C/C(=C/C1=CC=CC=C1)/C(=O)OC)=O ((Z)-3-methoxycarbonyl-4-phenyl-3-butenoic acid methyl ester). Yield: 4.9%. RXN SMILES: [CH:1](=O)[C:2]1[CH:7]=[CH:6][CH:5]=[CH:4][CH:3]=1.[CH3:9][O:10][C:11](=[O:18])[CH2:12][CH2:13][C:14]([O:16][CH3:17])=[O:15]>>[CH3:9][O:10][C:11](=[O:18])[CH2:12]/[C:13](/[C:14]([O:16][CH3:17])=[O:15])=[CH:1]/[C:2]1[CH:7]=[CH:6][CH:5]=[CH:4][CH:3]=1. Procedure details: Benzaldehyde (21.2 g) and succinic acid dimethyl ester (40.9 g) are treated in the same manner as in Reference Example 1, and the resulting product is purified by silica gel column chromatography to give (Z)-3-methoxycarbonyl-4-phenyl-3-butenoic acid methyl ester (2.3 g) as colorless syrup. The reactants are CC(C)(C)OC(=O)c1ccc(CCc2ccccc2)cc1Nc1ccc(N2CCOCC2)cc1, O=C(O)C(F)(F)F. Yields the product O=C(O)c1ccc(CCc2ccccc2)cc1Nc1ccc(N2CCOCC2)cc1. Reaction SMILES: [O:1]1[CH2:2][CH2:3][N:4]([c:7]2[cH:8][cH:9][c:10]([NH:11][c:12]3[c:13]([C:14](=[O:15])[O:16][C:17]([CH3:18])([CH3:19])[CH3:20])[cH:21][cH:22][c:23]([CH2:25][CH2:26][c:27]4[cH:28][cH:29][cH:30][cH:31][cH:32]4)[cH:24]3)[cH:33][cH:34]2)[CH2:5][CH2:6]1.[OH:35][C:36]([C:37]([F:38])([F:39])[F:40])=[O:41]>>[O:1]1[CH2:2][CH2:3][N:4]([c:7]2[cH:8][cH:9][c:10]([NH:11][c:12]3[c:13]([C:14](=[O:15])[OH:16])[cH:21][cH:22][c:23]([CH2:25][CH2:26][c:27]4[cH:28][cH:29][cH:30][cH:31][cH:32]4)[cH:24]3)[cH:33][cH:34]2)[CH2:5][CH2:6]1. The reactants are C\C=C/C (cis-2-butene), NC1=CC=CC=C1 (aniline). Run in C1(=CC=CC=C1)C (toluene). Conditions: temperature 50 celsius, time 30 minute. Product: C1(=CC=CC=C1)N1CC=CC1 (1-phenyl-3-pyrroline). Isolated yield 33.6%. RXN SMILES: [CH3:1]/[CH:2]=[CH:3]\[CH3:4].[NH2:5][C:6]1[CH:11]=[CH:10][CH:9]=[CH:8][CH:7]=1>C1(C)C=CC=CC=1>[C:6]1([N:5]2[CH2:4][CH:3]=[CH:2][CH2:1]2)[CH:11]=[CH:10][CH:9]=[CH:8][CH:7]=1. Reported procedure: To a solution of 60.0 g of the cis-2-butene derivative solution prepared in Example 1 and 250 g of toluene in a round flask reactor, 149.0 g (1.6 mol) of aniline was added dropwise with stirring for 30 min. at 50° C. After 2 hours of stirring, the crystallized solid was removed by filtration; 42.0 g of 35% HCl (aq) was added to the filtrate, and then excess benzylamine hydrochloride was removed by filtration or extraction. After the solvent was evaporated under reduced pressure, 52.2 g of 1-phen...